Task: describe an organic reaction: reactants, conditions, products, and yield. Dataset: the Open Reaction Database (ORD), a public repository of structured organic reaction records Starting materials: Cc1cc(Br)cc(CBr)c1, CCO, N#C[K]. The product is Cc1cc(Br)cc(CC#N)c1. As a reaction SMILES: [Br:1][c:2]1[cH:3][c:4]([CH2:9][Br:10])[cH:5][c:6]([CH3:8])[cH:7]1.[CH3:14][CH2:15][OH:16].[K:11][C:12]#[N:13]>>[Br:1][c:2]1[cH:3][c:4]([CH2:9][C:12]#[N:13])[cH:5][c:6]([CH3:8])[cH:7]1.